This data is from the Open Reaction Database (ORD), a public repository of structured organic reaction records. The task is: describe an organic reaction: reactants, conditions, products, and yield Starting materials: BrC=C(C)C=1C=CC(=NC1)C (5-(1-Bromoprop-1-en-2-yl)-2-methylpyridine), CN1CC2=C(NC=3C=CC=CC23)CC1 (2-Methyl-2,3,4,5-tetrahydro-1H-pyrido[4,3-b]indole), N1[C@H](C(=O)O)CCC1 (L-proline), P(=O)([O-])([O-])[O-].[K+].[K+].[K+] (potassium phosphate). Reagents/catalysts: [Cu]I (Copper (I) iodide). The solvent is CN(C)C=O (DMF). Run at time 10 minute. Yields the product CN1CC2=C(N(C=3C=CC=CC23)\C=C(/C)\C=2C=NC(=CC2)C)CC1 ((E)-2-methyl-5-(2-(6-methylpyridin-3-yl)prop-1-enyl)-2,3,4,5-tetrahydro-1H-pyrido[4,3-b]indole). Reaction SMILES: [CH3:1][N:2]1[CH2:14][CH2:13][C:5]2[NH:6][C:7]3[CH:8]=[CH:9][CH:10]=[CH:11][C:12]=3[C:4]=2[CH2:3]1.N1CCC[C@H]1C(O)=O.P([O-])([O-])([O-])=O.[K+].[K+].[K+].Br[CH:32]=[C:33]([C:35]1[CH:36]=[CH:37][C:38]([CH3:41])=[N:39][CH:40]=1)[CH3:34]>CN(C=O)C.[Cu]I>[CH3:1][N:2]1[CH2:14][CH2:13][C:5]2[N:6](/[CH:32]=[C:33](/[C:35]3[CH:40]=[N:39][C:38]([CH3:41])=[CH:37][CH:36]=3)\[CH3:34])[C:7]3[CH:8]=[CH:9][CH:10]=[CH:11][C:12]=3[C:4]=2[CH2:3]1 |f:2.3.4.5|. Reported procedure: 2-Methyl-2,3,4,5-tetrahydro-1H-pyrido[4,3-b]indole (186 mg, 0.8 mmol) was dissolved in DMF (5 mL). Copper (I) iodide (19 mg, 0.10 mmol), L-proline (23 mg, 0.20 mmol) and potassium phosphate (424 mg, 2 mmol) were added and the reaction mixture was stirred for 10 min. at RT. 5-(1-Bromoprop-1-en-2-yl)-2-methylpyridine (212 mg, 1 mmol) was added dropwise and the reaction mixture was purged with nitrogen. The reaction mixture was heated overnight at 80° C. (prolonged heating in some cases was require... The reactants are C(#C)C1=C(C=C(C=C1)N1C(OC(C1)CN1C(C2=CC=CC=C2C1=O)=O)=O)F (2-(3-(4-Ethynyl-3-fluoro-phenyl)-2-oxo-oxazolidin-5-ylmethyl)-isoindole- 1,3-dione), [N+](=[N-])=CP(OC)(OC)=O (dimethyl diazomethylphosphonate), CC(C)([O-])C.[K+] (potassium t-butoxide), solution. The solvent is C1CCOC1 (THF), C1CCOC1 (THF), C1CCOC1 (THF). Run at temperature -78 celsius, time 10 minute. Product: FC=1C=C(C=CC1C#CC)N1C(OC(C1)CN1C(C2=CC=CC=C2C1=O)=O)=O (2-(3-(3-Fluoro-4-prop-1-ynyl-phenyl)-2-oxo-oxazolidin-5-ylmethyl)-isoindole- 1,3-dione). RXN SMILES: [CH3:1]C(C)([O-])C.[K+].[N+](=CP(=O)(OC)OC)=[N-].[C:16]([C:18]1[CH:23]=[CH:22][C:21]([N:24]2[CH2:28][CH:27]([CH2:29][N:30]3[C:38](=[O:39])[C:37]4[C:32](=[CH:33][CH:34]=[CH:35][CH:36]=4)[C:31]3=[O:40])[O:26][C:25]2=[O:41])=[CH:20][C:19]=1[F:42])#[CH:17]>C1COCC1>[F:42][C:19]1[CH:20]=[C:21]([N:24]2[CH2:28][CH:27]([CH2:29][N:30]3[C:31](=[O:40])[C:32]4[C:37](=[CH:36][CH:35]=[CH:34][CH:33]=4)[C:38]3=[O:39])[O:26][C:25]2=[O:41])[CH:22]=[CH:23][C:18]=1[C:16]#[C:17][CH3:1] |f:0.1|. Procedure: To a −78° C. solution of potassium t-butoxide (17 mL of a 1.0 M solution in THF) was added a −78° C. THF (4 mL) solution of dimethyl diazomethylphosphonate (2.53 g, prepared according to the procedure described in J. Org. Chem. 1971, 36, 1379-1385). The mixture was stirred at −78° C. for 10 minutes then a −78° C. solution of Example 3A (5.19 g) in THF (100 mL) was added via cannula over 20 minutes. The reaction mixture was stirred for 24 hours, gradually warming to room temperature. The mixture ... Reactants: C(C)(C)(C)OC(=O)N1C[C@H](CC1)OS(=O)(=O)C ((S)-3-methanesulfonyloxypyrrolidine-1-carboxylic acid tert-butyl ester), C(C1=CC=CC=C1)N (benzylamine). The product is C(C)(C)(C)OC(=O)N1C[C@@H](CC1)NCC1=CC=CC=C1 ((R)-3-benzylaminopyrrolidine-1-carboxylic acid tert-butyl ester). The yield is 97.1%. Reaction SMILES: [C:1]([O:5][C:6]([N:8]1[CH2:12][CH2:11][C@H:10](OS(C)(=O)=O)[CH2:9]1)=[O:7])([CH3:4])([CH3:3])[CH3:2].[CH2:18]([NH2:25])[C:19]1[CH:24]=[CH:23][CH:22]=[CH:21][CH:20]=1>>[C:1]([O:5][C:6]([N:8]1[CH2:12][CH2:11][C@@H:10]([NH:25][CH2:18][C:19]2[CH:24]=[CH:23][CH:22]=[CH:21][CH:20]=2)[CH2:9]1)=[O:7])([CH3:4])([CH3:3])[CH3:2]. Procedure details: A solution of (S)-3-methanesulfonyloxypyrrolidine-1-carboxylic acid tert-butyl ester (16.9 g, 57 mmol) and benzylamine (18.3 g, 171 mmol) was stirred for 4 hours at 95° C. The remaining benzylamine was evaporated off under reduced pressure and the residue was purified by silica gel column chromatography (eluent; ethyl acetate) to afford (R)-3-benzylaminopyrrolidine-1-carboxylic acid tert-butyl ester (15.3 g, 97%) as pale yellow oil. RXN SMILES: [CH3:27][c:28]1[cH:29][c:30]([NH2:33])[nH:31][n:32]1.[CH3:45][CH2:46][O:47][C:48](=[O:49])[CH3:50].[CH3:51][N:52]([CH3:53])[CH:54]=[O:55].[CH:36]([N:37]([CH:38]([CH3:39])[CH3:40])[CH2:41][CH3:42])([CH3:43])[CH3:44].[F:1][c:2]1[c:3]([C:4](=[O:5])[NH:6][c:7]2[cH:8][cH:9][c:10]([S:13][c:14]3[n:15][c:16]([Cl:21])[cH:17][c:18]([Cl:20])[n:19]3)[cH:11][cH:12]2)[c:22]([F:26])[cH:23][cH:24][cH:25]1.[I-:35].[Na+:34]>>[F:1][c:2]1[c:3]([C:4](=[O:5])[NH:6][c:7]2[cH:8][cH:9][c:10]([S:13][c:14]3[n:15][c:16]([Cl:21])[cH:17][c:18]([NH:33][c:30]4[cH:29][c:28]([CH3:27])[n:32][nH:31]4)[n:19]3)[cH:11][cH:12]2)[c:22]([F:26])[cH:23][cH:24][cH:25]1. The reactants are Cc1cc(N)[nH]n1, CCOC(C)=O, CN(C)C=O, CCN(C(C)C)C(C)C, O=C(Nc1ccc(Sc2nc(Cl)cc(Cl)n2)cc1)c1c(F)cccc1F, [I-], [Na+]. Yields the product Cc1cc(Nc2cc(Cl)nc(Sc3ccc(NC(=O)c4c(F)cccc4F)cc3)n2)[nH]n1. Starting materials: CC(CC(C1=CC=C(C=C1)F)NC(=O)C1=C(C=CC(=C1)COC1=CC=CC=C1)CCC(=O)O)C (3-(2-((3-methyl-1-(4-fluorophenyl)butyl)carbamoyl)-4-phenoxymethylphenyl)propanoic acid), B#B (diborane), O (water). Solvent: O1CCCC1 (tetrahydrofuran). Reaction conditions: time 30 minute. Yields the product CC(CC(C1=CC=C(C=C1)F)NC(=O)C1=C(C=CC(=C1)COC1=CC=CC=C1)CCCO)C (3-(2-((3-methyl-1-(4-fluorophenyl)butyl)carbamoyl)-4-phenoxymethylphenyl)propanol). The yield is 86.1%. Reaction SMILES: [CH3:1][CH:2]([CH3:34])[CH2:3][CH:4]([NH:12][C:13]([C:15]1[CH:20]=[C:19]([CH2:21][O:22][C:23]2[CH:28]=[CH:27][CH:26]=[CH:25][CH:24]=2)[CH:18]=[CH:17][C:16]=1[CH2:29][CH2:30][C:31](O)=[O:32])=[O:14])[C:5]1[CH:10]=[CH:9][C:8]([F:11])=[CH:7][CH:6]=1.B#B.O>O1CCCC1>[CH3:1][CH:2]([CH3:34])[CH2:3][CH:4]([NH:12][C:13]([C:15]1[CH:20]=[C:19]([CH2:21][O:22][C:23]2[CH:24]=[CH:25][CH:26]=[CH:27][CH:28]=2)[CH:18]=[CH:17][C:16]=1[CH2:29][CH2:30][CH2:31][OH:32])=[O:14])[C:5]1[CH:6]=[CH:7][C:8]([F:11])=[CH:9][CH:10]=1. Procedure: To a solution of the compound prepared in Example 6(40) (2.00 g) in tetrahydrofuran (5 ml) was added dropwise diborane (1M solution in tetrahydrofuran, 8.6 ml) at 0° C. under an atmosphere of argon. The mixture was stirred at room temperature for 30 minutes. To the reaction mixture was added water and the mixture was extracted with ethyl acetate. The organic layer was washed with water and a saturated aqueous solution of sodium chloride subsequently, dried over anhydrous magnesium sulfate and co... Procedure details: To 1.88 g N-carbobenzyloxy-γ-tert.butyl-L-glutamic acid-dicyclohexyl ammonium salt, 24 ml ethyl acetate and 3.3 ml solution of dimethylaminoethylchloride in the amount of 0.78 g, stoichiometrically corresponds to two times the molar volume, in benzene were added to be subjected to reflux in oil bath at 90° C. for 16 hrs. After cooling down to a room temperature, precipitated dicyclohexyl ammonium chloride was filtered off and ethyl acetate phase in the filtrate was washed with diluted hydrochlor... Product: Intermediate I, CN(C)CCOC([C@@H](NC(=O)OCC1=CC=CC=C1)CC(C(=O)O)C(C)(C)C)=O (N-carbobenzyloxy-γ-tert.butyl-L-glutamic acid-dimethylamino-ethyl ester). As a reaction SMILES: C1([NH2+]C2CCCCC2)CCCCC1.[C:14]([NH:24][C@H:25]([C:35]([O-:37])=[O:36])[CH2:26][CH:27]([C:31]([CH3:34])([CH3:33])[CH3:32])[C:28]([O-:30])=[O:29])([O:16][CH2:17][C:18]1[CH:23]=[CH:22][CH:21]=[CH:20][CH:19]=1)=[O:15].C1([NH2+]C2CCCCC2)CCCCC1.C(OCC)(=O)C.[CH3:57][N:58]([CH2:60][CH2:61]Cl)[CH3:59]>C1C=CC=CC=1>[CH3:57][N:58]([CH2:60][CH2:61][O:36][C:35](=[O:37])[C@H:25]([CH2:26][CH:27]([C:31]([CH3:32])([CH3:33])[CH3:34])[C:28]([OH:30])=[O:29])[NH:24][C:14]([O:16][CH2:17][C:18]1[CH:23]=[CH:22][CH:21]=[CH:20][CH:19]=1)=[O:15])[CH3:59] |f:0.1.2|. Run in C1=CC=CC=C1 (benzene). The reactants are C1(CCCCC1)[NH2+]C1CCCCC1.C(=O)(OCC1=CC=CC=C1)N[C@@H](CC(C(=O)[O-])C(C)(C)C)C(=O)[O-].C1(CCCCC1)[NH2+]C1CCCCC1 (N-carbobenzyloxy-γ-tert.butyl-L-glutamic acid-dicyclohexyl ammonium salt), C(C)(=O)OCC (ethyl acetate), solution, CN(C)CCCl (dimethylaminoethylchloride). Reaction conditions: temperature 90 celsius.